Dataset: the Open Reaction Database (ORD), a public repository of structured organic reaction records. Task: describe an organic reaction: reactants, conditions, products, and yield As a reaction SMILES: Cl[C:2]1[CH:7]=[CH:6][C:5]([Cl:8])=[CH:4][C:3]=1[N+:9]([O-:11])=[O:10].[NH:12]1[CH2:17][CH2:16][CH:15]([CH2:18][CH2:19][N:20]2[CH2:25][CH2:24][CH2:23][CH2:22][CH2:21]2)[CH2:14][CH2:13]1>C(#N)C>[Cl:8][C:5]1[CH:6]=[CH:7][C:2]([N:12]2[CH2:13][CH2:14][CH:15]([CH2:18][CH2:19][N:20]3[CH2:25][CH2:24][CH2:23][CH2:22][CH2:21]3)[CH2:16][CH2:17]2)=[C:3]([N+:9]([O-:11])=[O:10])[CH:4]=1. Product: ClC1=CC(=C(C=C1)N1CCC(CC1)CCN1CCCCC1)[N+](=O)[O-] (1-(4-chloro-2-nitro-phenyl)-4-(2-piperidin-1-yl-ethyl)-piperidine). Solvent: C(C)#N (acetonitrile). Conditions: temperature 175 celsius. The reactants are ClC1=C(C=C(C=C1)Cl)[N+](=O)[O-] (2,5-dichloronitrobezene), N1CCC(CC1)CCN1CCCCC1 (1-(2-piperidin-4-yl-ethyl)-piperidine). The yield is 90.0%. Procedure details: A mixture of 0.576 g (3.00 mmol) of 2,5-dichloronitrobezene and 0.589 g (3.00 mmol) of 1-(2-piperidin-4-yl-ethyl)-piperidine in acetonitrile (5 mL) are heated at 175° C. in a microwave reactor for 30 minutes. The mixture is cooled to room temperature and concentrated under reduced pressure to provide 0.95 g (90% yield) of 1-(4-chloro-2-nitro-phenyl)-4-(2-piperidin-1-yl-ethyl)-piperidine. Starting materials: COC1=C(C=O)C=CC=C1OC (2,3-dimethoxybenzaldehyde), [OH-].[K+] (potassium hydroxide), Cl (HCl), C(C(=O)C)(=O)O (pyruvic acid). Solvent: C(C)O (ethanol), O (water), C(Cl)Cl.CO.C(C)(=O)O (methylene chloride methanol acetic acid), O (water). Product: O=C(C(=O)O)C=CC1=C(C(=CC=C1)OC)OC (2-Keto-4-(2,3-dimethoxyphenyl)-3-butenoic acid). RXN SMILES: [OH-].[K+].[CH3:3][O:4][C:5]1[C:12]([O:13][CH3:14])=[CH:11][CH:10]=[CH:9][C:6]=1[CH:7]=O.[C:15]([OH:20])(=[O:19])[C:16]([CH3:18])=[O:17].Cl>C(Cl)Cl.CO.C(O)(=O)C.O.C(O)C>[O:17]=[C:16]([CH:18]=[CH:7][C:6]1[CH:9]=[CH:10][CH:11]=[C:12]([O:13][CH3:14])[C:5]=1[O:4][CH3:3])[C:15]([OH:20])=[O:19] |f:0.1,5.6.7|. Reported procedure: 300 ml of deionized water and 50 g of potassium hydroxide are placed into a 3 l flask. The mixture is stirred until dissolution, then 150 ml of ethanol and 100 g of 2,3-dimethoxybenzaldehyde are added. After that, 60.0 g of pyruvic acid are dropped therein (in about 30 minutes) and the mixture is stirred for about 15 minutes at a temperature from 35° to 40° C., then it is poured into 6500 ml of water and brought to markedly acid pH with about 140 ml of concentrated HCl. The mixture is cooled wit...